Dataset: the Open Reaction Database (ORD), a public repository of structured organic reaction records. Task: describe an organic reaction: reactants, conditions, products, and yield Reactants: C(C)(C)[Si]1(O[Si](OC[C@@H]2[C@@H](O1)[C@H](C=C2)O)(C(C)C)C(C)C)C(C)C ((+)-(6aR,9S,9aR)-2,2,4,4-Tetraisopropyl-6,6a,9,9a-tetrahydrocyclopenta[f][1,3,5,2,4]trioxad-isilocin-9-ol), C1=CC(=CC(=C1)Cl)C(=O)OO (m-CPBA). Solvent: ClCCl (dichloromethane). Conditions: time 16 hour. Product: C(C)(C)[Si]1(O[Si](OC[C@@H]2[C@@H](O1)C([C@H]1[C@@H]2O1)O)(C(C)C)C(C)C)C(C)C ((+)-(6aS,6bR,7aS,8aR)-2,2,4,4-Tetraisopropylhexahydrooxireno[2′,3′:3,4]cyclopenta[1,2-f][1,3,5,2,4]trioxadisilocin-8-ol). Yield: 85.3%. RXN SMILES: [CH:1]([Si:4]1([CH:22]([CH3:24])[CH3:23])[O:11][C@H:10]2[C@@H:12]([OH:15])[CH:13]=[CH:14][C@@H:9]2[CH2:8][O:7][Si:6]([CH:19]([CH3:21])[CH3:20])([CH:16]([CH3:18])[CH3:17])[O:5]1)([CH3:3])[CH3:2].C1C=C(Cl)C=C(C(OO)=[O:33])C=1>ClCCl>[CH:22]([Si:4]1([CH:1]([CH3:3])[CH3:2])[O:11][C@H:10]2[CH:12]([OH:15])[C@@H:13]3[O:33][C@@H:14]3[C@@H:9]2[CH2:8][O:7][Si:6]([CH:16]([CH3:18])[CH3:17])([CH:19]([CH3:21])[CH3:20])[O:5]1)([CH3:24])[CH3:23]. Procedure: To a stirred solution of compound 11 (13.7 g, 36.8 mmol) in dichloromethane (300 mL), m-CPBA (15.9 g, 92.0 mmol) was added portion wise at room temperature. The mixture was stirred at room temperature for 16 h, quenched with a saturated NaHCO3 solution and extracted with DCM (200 mL×2). The combined organic layer was washed with brine (100 mL×2) and dried over Na2SO4. The solvent was removed under reduced pressure and residue was purified by silica gel column chromatography (3% EtOAc/Hexane) to ... Starting materials: ClC=1C=C(C=C(C1)Cl)C1=NN(C(=C1)C1=CC=C(C=C1)OC)CC1=CC=C(C(=O)OC)C=C1 (Methyl 4-{[3-(3,5-dichlorophenyl)-5-(4-methoxyphenyl)-1H-pyrazol-1-yl]methyl}benzoate), CO (methanol), [OH-].[Na+] (sodium hydroxide). The solvent is C1CCOC1 (THF). Reaction conditions: time 8 hour. The product is ClC=1C=C(C=C(C1)Cl)C1=NN(C(=C1)C1=CC=C(C=C1)OC)CC1=CC=C(C(=O)O)C=C1 (4-{[3-(3,5-dichlorophenyl)-5-(4-methoxyphenyl)-1H-pyrazol-1-yl]methyl}benzoic acid). Reaction SMILES: [Cl:1][C:2]1[CH:3]=[C:4]([C:9]2[CH:13]=[C:12]([C:14]3[CH:19]=[CH:18][C:17]([O:20][CH3:21])=[CH:16][CH:15]=3)[N:11]([CH2:22][C:23]3[CH:32]=[CH:31][C:26]([C:27]([O:29]C)=[O:28])=[CH:25][CH:24]=3)[N:10]=2)[CH:5]=[C:6]([Cl:8])[CH:7]=1.CO.[OH-].[Na+]>C1COCC1>[Cl:1][C:2]1[CH:3]=[C:4]([C:9]2[CH:13]=[C:12]([C:14]3[CH:19]=[CH:18][C:17]([O:20][CH3:21])=[CH:16][CH:15]=3)[N:11]([CH2:22][C:23]3[CH:24]=[CH:25][C:26]([C:27]([OH:29])=[O:28])=[CH:31][CH:32]=3)[N:10]=2)[CH:5]=[C:6]([Cl:8])[CH:7]=1 |f:2.3|. Procedure details: To a solution of the intermediate from step C (Isomer A, 0.99 g, 2.13 mmol) in THF (30 mL) was added methanol (10 mL) followed by sodium hydroxide solution (2N, 2 mL, 4 mmol). The reaction was stirred at room temperature overnight. The reaction mixture was concentrated in vacuo to remove the organic solvents. The residue was acidified with 1N HCl until the pH was less than 2. The resulting solution was extracted with ethyl acetate (3×) dried over anhydrous Na2SO4, filtered and concentrated in va... Reactants: O=C(c1ccccc1)c1cc(CBr)on1, CCOCC, CC(C)=O, CCOCC, ClCCl, c1ccc(N2CCNCC2)cc1. Product: O=C(c1ccccc1)c1cc(CN2CCN(c3ccccc3)CC2)on1. As a reaction SMILES: [Br:1][CH2:2][c:3]1[cH:4][c:5]([C:8](=[O:9])[c:10]2[cH:11][cH:12][cH:13][cH:14][cH:15]2)[n:6][o:7]1.[CH3:28][CH2:29][O:30][CH2:31][CH3:32].[CH3:33][C:34](=[O:35])[CH3:36].[CH3:37][CH2:38][O:39][CH2:40][CH3:41].[Cl:42][CH2:43][Cl:44].[c:16]1([N:22]2[CH2:23][CH2:24][NH:25][CH2:26][CH2:27]2)[cH:17][cH:18][cH:19][cH:20][cH:21]1>>[CH2:2]([c:3]1[cH:4][c:5]([C:8](=[O:9])[c:10]2[cH:11][cH:12][cH:13][cH:14][cH:15]2)[n:6][o:7]1)[N:25]1[CH2:24][CH2:23][N:22]([c:16]2[cH:17][cH:18][cH:19][cH:20][cH:21]2)[CH2:27][CH2:26]1. Reactants: O=C([O-])[O-], CCO, Cc1cnc(Cl)nc1Cl, OC1CCNCC1, [Na+], [Na+]. Yields the product Cc1cnc(Cl)nc1N1CCC(O)CC1. RXN SMILES: [C:17](=[O:18])([O-:19])[O-:20].[CH3:23][CH2:24][OH:25].[Cl:1][c:2]1[n:3][cH:4][c:5]([CH3:9])[c:6]([Cl:8])[n:7]1.[NH:10]1[CH2:11][CH2:12][CH:13]([OH:16])[CH2:14][CH2:15]1.[Na+:21].[Na+:22]>>[Cl:1][c:2]1[n:3][cH:4][c:5]([CH3:9])[c:6]([N:10]2[CH2:11][CH2:12][CH:13]([OH:16])[CH2:14][CH2:15]2)[n:7]1. Reactants: ClP(Cl)(Cl)(Cl)Cl, O=C1NS(=O)(=O)c2ccccc21, O. The product is N#Cc1ccccc1S(=O)(=O)Cl. Reaction SMILES: [Cl:13][P:14]([Cl:15])([Cl:16])([Cl:17])[Cl:18].[O:1]=[C:2]1[NH:3][S:4](=[O:5])(=[O:6])[c:7]2[cH:8][cH:9][cH:10][cH:11][c:12]21.[OH2:19]>>[C:2](#[N:3])[c:12]1[c:7]([S:4](=[O:5])(=[O:6])[Cl:13])[cH:8][cH:9][cH:10][cH:11]1. The reactants are CN(C(C1=CC(=C(C(=C1)OC)OC)OC)=O)CC(CCN1CCC(CC1)C(=O)C1=NC2=C(N1)C=CC=C2)C2=CC(=CC=C2)Cl (N-methyl-N-(4-(4-(1H-benzimidazole-2-carbonyl)piperidin-1-yl)-2-(3-chlorophenyl)butyl)-3,4,5-trimethoxybenzamide), C(C)OCCCl (2-chloroethyl ethyl ether). Yields the product CN(C(C1=CC(=C(C(=C1)OC)OC)OC)=O)CC(CCN1CCC(CC1)C(=O)C1=NC2=C(N1CCOCC)C=CC=C2)C2=CC(=CC=C2)Cl (N-Methyl-N-(4-(4-(1-(2-ethyoxyethyl)-1H-benzimidazole-2-carbonyl)piperidin-1-yl)-2-(3-chlorophenyl)butyl)-3,4,5-trimethoxybenzamide). As a reaction SMILES: [CH3:1][N:2]([CH2:17][CH:18]([C:38]1[CH:43]=[CH:42][CH:41]=[C:40]([Cl:44])[CH:39]=1)[CH2:19][CH2:20][N:21]1[CH2:26][CH2:25][CH:24]([C:27]([C:29]2[NH:33][C:32]3[CH:34]=[CH:35][CH:36]=[CH:37][C:31]=3[N:30]=2)=[O:28])[CH2:23][CH2:22]1)[C:3](=[O:16])[C:4]1[CH:9]=[C:8]([O:10][CH3:11])[C:7]([O:12][CH3:13])=[C:6]([O:14][CH3:15])[CH:5]=1.[CH2:45]([O:47][CH2:48][CH2:49]Cl)[CH3:46]>>[CH3:1][N:2]([CH2:17][CH:18]([C:38]1[CH:43]=[CH:42][CH:41]=[C:40]([Cl:44])[CH:39]=1)[CH2:19][CH2:20][N:21]1[CH2:26][CH2:25][CH:24]([C:27]([C:29]2[N:30]([CH2:46][CH2:45][O:47][CH2:48][CH3:49])[C:31]3[CH:37]=[CH:36][CH:35]=[CH:34][C:32]=3[N:33]=2)=[O:28])[CH2:23][CH2:22]1)[C:3](=[O:16])[C:4]1[CH:9]=[C:8]([O:10][CH3:11])[C:7]([O:12][CH3:13])=[C:6]([O:14][CH3:15])[CH:5]=1. Procedure details: Prepare by the method of Example 21.1 using N-methyl-N-(4-(4-(1H-benzimidazole-2-carbonyl)piperidin-1-yl)-2-(3-chlorophenyl)butyl)-3,4,5-trimethoxybenzamide and 2-chloroethyl ethyl ether to give the title compound. The yield is 80.1%. The solvent is C(C)O (ethanol). The reactants are [O-]CC.[Na+] (Sodium ethoxide), C(C)OC(CC(=O)N(C)C1=C(C=CC(=C1)OC)N)=O (N-(2-amino-5-methoxyphenyl)-N-methylmalonamic acid ethyl ester). Reported procedure: Sodium ethoxide (204 mg) was added to an ethanol solution (15 ml) of N-(2-amino-5-methoxyphenyl)-N-methylmalonamic acid ethyl ester (266 mg). The mixture was stirred at 65° C. for 2.5 hours. The reaction liquid was cooled to room temperature, and condensed under reduced pressure. The residue was purified by silica gel column chromatography (dichloromethane: methanol=1:0→10:1). The purified product was condensed to dryness under reduced pressure to give the title compound (176.3 mg) as a white po... Reaction conditions: temperature 65 celsius, time 2.5 hour. Product: COC=1C=CC2=C(N(C(CC(N2)=O)=O)C)C1 (8-methoxy-1-methyl-1,5-dihydrobenzo[b][1,4]diazepine-2,4-dione). RXN SMILES: [O-]CC.[Na+].C([O:7][C:8](=O)[CH2:9][C:10]([N:12]([C:14]1[CH:19]=[C:18]([O:20][CH3:21])[CH:17]=[CH:16][C:15]=1[NH2:22])[CH3:13])=[O:11])C>C(O)C>[CH3:21][O:20][C:18]1[CH:17]=[CH:16][C:15]2[NH:22][C:8](=[O:7])[CH2:9][C:10](=[O:11])[N:12]([CH3:13])[C:14]=2[CH:19]=1 |f:0.1|. Starting materials: C(C1=CC=CC=C1)OC1=NC(=CC2=C1N(C=N2)C)C2=CC(=C(C=C2)OC)OC (4-(benzyloxy)-6-(3,4-dimethoxyphenyl)-3-methyl-3H-imidazo[4,5-c]pyridine), C(=O)[O-].[NH4+] (ammonium formate), CCO (EtOH). Reagents/catalysts: [OH-].[OH-].[Pd+2] (Pd(OH)2). Solvent: CN(C)C=O (DMF). Conditions: temperature 75 celsius. Yields the product COC=1C=C(C=CC1OC)C1=CC2=C(C(=N1)O)N(C=N2)C (6-(3,4-dimethoxyphenyl)-3-methyl-3H-imidazo[4,5-c]pyridin-4-ol). As a reaction SMILES: C([O:8][C:9]1[C:14]2[N:15]([CH3:18])[CH:16]=[N:17][C:13]=2[CH:12]=[C:11]([C:19]2[CH:24]=[CH:23][C:22]([O:25][CH3:26])=[C:21]([O:27][CH3:28])[CH:20]=2)[N:10]=1)C1C=CC=CC=1.C([O-])=O.[NH4+].CCO>[OH-].[OH-].[Pd+2].CN(C=O)C>[CH3:28][O:27][C:21]1[CH:20]=[C:19]([C:11]2[N:10]=[C:9]([OH:8])[C:14]3[N:15]([CH3:18])[CH:16]=[N:17][C:13]=3[CH:12]=2)[CH:24]=[CH:23][C:22]=1[O:25][CH3:26] |f:1.2,4.5.6|. Procedure: To a mixture of 4-(benzyloxy)-6-(3,4-dimethoxyphenyl)-3-methyl-3H-imidazo[4,5-c]pyridine 2.26 (290 mg, 0.772 mmol), Pd(OH)2 (46 mg, 60 mg/mmol), and ammonium formate (975 mg, 15.5 mmol) under N2 was added EtOH (12 mL) and DMF (4 mL) and the mixture was heated to 75° C. for 30 minutes. The reaction was cooled, filtered through celite and washed with EtOH/DCM. The filtrate was concentrated, dry loaded onto a column, and purified by flash chromatography (EtOAc→10% MeOH/EtOAc) to afford 6-(3,4-dimet... The reactants are CC(=O)c1ccc2c(c1)Sc1ccccc1O2, [O-]Cl, Cl, [Na+], [Na+], C1COCCO1, [OH-]. Product: O=C(O)c1ccc2c(c1)Sc1ccccc1O2. As a reaction SMILES: [C:1]([CH3:2])(=[O:3])[c:4]1[cH:5][c:6]2[c:15]([cH:16][cH:17]1)[O:14][c:13]1[c:8]([cH:9][cH:10][cH:11][cH:12]1)[S:7]2.[Cl:18][O-:19].[ClH:23].[Na+:20].[Na+:22].[O:24]1[CH2:25][CH2:26][O:27][CH2:28][CH2:29]1.[OH-:21]>>[C:1]([OH:3])([c:4]1[cH:5][c:6]2[c:15]([cH:16][cH:17]1)[O:14][c:13]1[c:8]([cH:9][cH:10][cH:11][cH:12]1)[S:7]2)=[O:19]. Starting materials: N=C(N)c1ccccc1, CCOC(=O)CC1(C)CCc2c(C)c(S(=O)(=O)Cl)c(C)c(C)c2O1, CC(C)=O, CCOC(C)=O, Cl, Cl, [Na+], [OH-], O. The product is CCOC(=O)CC1(C)CCc2c(C)c(S(=O)(=O)NC(=N)c3ccccc3)c(C)c(C)c2O1. As a reaction SMILES: [C:2]([c:3]1[cH:4][cH:5][cH:6][cH:7][cH:8]1)(=[NH:9])[NH2:10].[CH2:13]([CH3:14])[O:15][C:16](=[O:17])[CH2:18][C:19]1([CH3:36])[O:20][c:21]2[c:22]([CH3:35])[c:23]([CH3:34])[c:24]([S:30](=[O:31])(=[O:32])[Cl:33])[c:25]([CH3:29])[c:26]2[CH2:27][CH2:28]1.[CH3:38][C:39](=[O:40])[CH3:41].[CH3:42][CH2:43][O:44][C:45]([CH3:46])=[O:47].[ClH:1].[ClH:37].[Na+:12].[OH-:11].[OH2:48]>>[C:2]([c:3]1[cH:4][cH:5][cH:6][cH:7][cH:8]1)([NH:9][S:30]([c:24]1[c:23]([CH3:34])[c:22]([CH3:35])[c:21]2[c:26]([c:25]1[CH3:29])[CH2:27][CH2:28][C:19]([CH2:18][C:16]([O:15][CH2:13][CH3:14])=[O:17])([CH3:36])[O:20]2)(=[O:31])=[O:32])=[NH:10].